Dataset: the Open Reaction Database (ORD), a public repository of structured organic reaction records. Task: describe an organic reaction: reactants, conditions, products, and yield Starting materials: C(C)(C)(C)OC(=O)N1CC2CC(=CC2C1)C(=O)OC (methyl 3-(tert-butoxycarbonyl)-3-azabicyclo[3.3.0]-oct-6-ene-7-carboxylate), [OH-].[Li+] (lithium hydroxide). Run in C1CCOC1.CO (THF methanol). Reaction conditions: time 3 hour. Product: C(C)(C)(C)OC(=O)N1CC2CC(=CC2C1)C(=O)O (3-(tert-butoxycarbonyl)-3-azabicyclo[3.3.0]-oct-6-ene-7-carboxylic acid). Isolated yield 93.4%. RXN SMILES: [C:1]([O:5][C:6]([N:8]1[CH2:15][CH:14]2[CH:10]([CH2:11][C:12]([C:16]([O:18]C)=[O:17])=[CH:13]2)[CH2:9]1)=[O:7])([CH3:4])([CH3:3])[CH3:2].[OH-].[Li+]>C1COCC1.CO>[C:1]([O:5][C:6]([N:8]1[CH2:9][CH:10]2[CH:14]([CH2:13][C:12]([C:16]([OH:18])=[O:17])=[CH:11]2)[CH2:15]1)=[O:7])([CH3:4])([CH3:2])[CH3:3] |f:1.2,3.4|. Procedure: To a solution of methyl 3-(tert-butoxycarbonyl)-3-azabicyclo[3.3.0]-oct-6-ene-7-carboxylate (0.350 g, 1.31 mmol) in THF-methanol (6.0 mL, 1:1) was added a solution of lithium hydroxide (0.100 g in 1 mL of water, 3.94 mmol), and the reaction was stirred at ambient temperature for 3 h. The solvent was evaporated, the residue was acidified to pH 4 with 1 M aqueous hydrochloric acid, and extracted with ethyl acetate (50 mL). The organic layer was washed with water (50 mL) and brine (50 mL), dried (a... Reactants: BrBr (bromine), O1CCCC1 (tetrahydrofuran), CC1=C(C(CCC1)(C)C)C=O (β-cyclocitral), [Cl-].[NH4+] (ammonium chloride). Run at time 1 hour. Yields the product CC=1C(C(CCC1)(C)C)C(\C=C/C)O (cis-2,6,6-trimethyl-1-[1-hydroxy-2-butenyl]2-cyclohexene). Reaction SMILES: BrBr.[CH3:3][C:4]1[CH2:9][CH2:8][CH2:7][C:6]([CH3:11])([CH3:10])[C:5]=1[CH:12]=[O:13].[Cl-].[NH4+].O1C[CH2:19][CH2:18][CH2:17]1>>[CH3:3][C:4]1[CH:5]([CH:12]([OH:13])/[CH:17]=[CH:18]\[CH3:19])[C:6]([CH3:10])([CH3:11])[CH2:7][CH2:8][CH:9]=1 |f:2.3|. Procedure: When the addition of the bromine derivative was completed, the mixture was refluxed for 45 minutes; then cooled to -10°, at which temperature 110 g. of β-cyclocitral dissolved in 410 ml. of tetrahydrofuran were introduced dropwise within 45 minutes. Stirring was continued for 1 hour at -5°, then overnight at room temperature under nitrogen. The reaction mixture was poured into a suspension of 0.5 kg. of crushed ice in 1.5 l. of a saturated ammonium chloride solution. It was extracted 3 times wit... Starting materials: solution, Cl (HCl), CC1(CC(CC(C1)(C)C)=O)C (3,3,5,5-tetramethylcyclohexanone), C1(=CC=CC=C1)C(=O)C1=CC=C(C(=O)OC)C=C1 (Methyl 4-(phenylcarbonyl)benzoate), C1CCOC1 (THF). The reagents and catalysts are Cl[Ti](Cl)(Cl)Cl (TiCl4), [Zn] (Zn). Solvent: C1(=CC=CC=C1)C (toluene), O (water), CCOC(=O)C (EtOAc). Run at temperature -10 celsius, time 10 minute. Yields the product C1(=CC=CC=C1)C(C1=CC=C(C(=O)OC)C=C1)=C1CC(CC(C1)(C)C)(C)C (Methyl 4-[phenyl(3,3,5,5-tetramethylcyclohexylidene)methyl]benzoate). Yield: 62.7%. Reaction SMILES: [CH3:1][C:2]1([CH3:11])[CH2:7][C:6]([CH3:9])([CH3:8])[CH2:5][C:4](=O)[CH2:3]1.[C:12]1([C:18]([C:20]2[CH:29]=[CH:28][C:23]([C:24]([O:26][CH3:27])=[O:25])=[CH:22][CH:21]=2)=O)[CH:17]=[CH:16][CH:15]=[CH:14][CH:13]=1.C1COCC1.Cl>C1(C)C=CC=CC=1.[Zn].Cl[Ti](Cl)(Cl)Cl.CCOC(C)=O.O>[C:12]1([C:18](=[C:4]2[CH2:3][C:2]([CH3:11])([CH3:1])[CH2:7][C:6]([CH3:9])([CH3:8])[CH2:5]2)[C:20]2[CH:21]=[CH:22][C:23]([C:24]([O:26][CH3:27])=[O:25])=[CH:28][CH:29]=2)[CH:13]=[CH:14][CH:15]=[CH:16][CH:17]=1. Reported procedure: A stirred suspension of Zn dust (2.45 g, 37.5 mmol), 3,3,5,5-tetramethylcyclohexanone (1.93 g, 12.5 mmol), 19 (3.00 g, 12.5 mmol) and THF (100 mL) under N2 was cooled to −10° C. and a 1 M solution of TiCl4 in toluene (19.5 mL) was added, dropwise, over 10 min. After addition was complete the reaction was allowed to warm to room temperature and then heated at 90° C. for 7 h. The reaction was cooled to room temp and then chilled to −10° C. and concentrated HCl (15 mL) added dropwise followed by wa... Reactants: O1CC(CC(C1)=O)=O (2H-Pyran-3,5(4H,6H)-dione), IC=1C=C(C=O)C=CC1C (3-iodo-4-methyl-benzaldehyde), NC1=CC(NN1C)=O (5-amino-1-methyl-1,2-dihydropyrazol-3-one). Product: IC=1C=C(C=CC1C)C1C2=C(NC3=C1C(NN3C)=O)COCC2=O (4-(3-iodo-4-methylphenyl)-1-methyl-1,2,4,9-tetrahydropyrano[3,4-b]pyrazolo[4,3-e]pyridin-3,5(6H,8H)-dione). The yield is 42.7%. Reaction SMILES: [O:1]1[CH2:6][C:5](=O)[CH2:4][C:3](=[O:8])[CH2:2]1.[I:9][C:10]1[CH:11]=[C:12]([CH:15]=[CH:16][C:17]=1[CH3:18])[CH:13]=O.[NH2:19][C:20]1[N:24]([CH3:25])[NH:23][C:22](=[O:26])[CH:21]=1>>[I:9][C:10]1[CH:11]=[C:12]([CH:13]2[C:21]3[C:22](=[O:26])[NH:23][N:24]([CH3:25])[C:20]=3[NH:19][C:5]3[CH2:6][O:1][CH2:2][C:3](=[O:8])[C:4]2=3)[CH:15]=[CH:16][C:17]=1[CH3:18]. Procedure details: 2H-Pyran-3,5(4H,6H)-dione (0.085 g, 0.75 mmol), 3-iodo-4-methyl-benzaldehyde (0.18 g, 0.75 mmol), and 5-amino-1-methyl-1,2-dihydropyrazol-3-one (0.084 g, 0.75 mmol) were processed as described in Example 26C to provide 0.14 g of the title compound. 1H NMR (300 MHz, DMSO-d6) δ 2.38 (s, 3H), 3.49 (s, 3H), 4.0 (s, 2H), 4.52 (q, 2H), 4.88 (s, 1H), 7.05 (dd, 1H), 7.16(d, 1H), 7.56 (d, 1H), 9.58 (bs, 1H), 10.03 (s, 1H); MS (ESI−) m/z 436 (M−H)−; Anal. calcd for C17H16N3103.0.5 C2H5OH: C, 46.97; H, 4.1...